From a dataset of the Open Reaction Database (ORD), a public repository of structured organic reaction records. describe an organic reaction: reactants, conditions, products, and yield The solvent is O1CCCC1 (tetrahydrofuran). Starting materials: [Si](C)(C)(C(C)(C)C)OC1=NN(C(=C1CC1=CC=C(C=C1)CC)C(F)(F)F)C(CF)CF (3-t-Butyldimethylsilyloxy-4-((4-ethylphenyl)methyl)-1-(1,3-difluoro-2-propyl)-5-(trifluoromethyl)pyrazole), [F-].C(CCC)[N+](CCCC)(CCCC)CCCC.O1CCCC1 (tetrabutylammonium fluoride tetrahydrofuran). Conditions: temperature 0 celsius, time 30 minute. Procedure: 3-t-Butyldimethylsilyloxy-4-((4-ethylphenyl)methyl)-1-(1,3-difluoro-2-propyl)-5-(trifluoromethyl)pyrazole (1.95 g; 4.22 mmol) was dissolved in tetrahydrofuran (30 ml) and cooled to 0° C. A 1 M tetrabutylammonium fluoride-tetrahydrofuran solution (6.33 ml; 6.33 mmol) was gradually added, then the mixture was stirred at room temperature for 30 minutes. The reaction solution was concentrated, and the residue was purified on a silica gel column chromatography (ethyl acetate-hexane=1:4) to give the d... Yield: 46.4%. Yields the product C(C)C1=CC=C(C=C1)CC=1C(NN(C1C(F)(F)F)C(CF)CF)=O (1,2-dihydro-4-((4-ethylphenyl)methyl)-1-(1,3-difluoro-2-propyl)-5-(trifluoromethyl)-3H-pyrazol-3-one). RXN SMILES: [Si]([O:8][C:9]1[C:13]([CH2:14][C:15]2[CH:20]=[CH:19][C:18]([CH2:21][CH3:22])=[CH:17][CH:16]=2)=[C:12]([C:23]([F:26])([F:25])[F:24])[N:11]([CH:27]([CH2:30][F:31])[CH2:28][F:29])[N:10]=1)(C(C)(C)C)(C)C.[F-].C([N+](CCCC)(CCCC)CCCC)CCC.O1CCCC1>O1CCCC1>[CH2:21]([C:18]1[CH:17]=[CH:16][C:15]([CH2:14][C:13]2[C:9](=[O:8])[NH:10][N:11]([CH:27]([CH2:30][F:31])[CH2:28][F:29])[C:12]=2[C:23]([F:24])([F:25])[F:26])=[CH:20][CH:19]=1)[CH3:22] |f:1.2.3|. The reactants are N(C1=CC=CC=C1)C1=NC=C2C(=N1)N(C(N(C2)C2=C(C=C(C=C2)Cl)Cl)=O)C2=CC(=CC=C2)CCOS(=O)(=O)C (7-anilino-3-(2,4-dichlorophenyl)-3,4-dihydro-1-[3-(2-methanesulfonyloxyethyl)phenyl]pyrimido[4,5-d]pyrimidin-2(1H)-one), CN (methylamine). Run in C(C)O (ethanol). Yields the product N(C1=CC=CC=C1)C1=NC=C2C(=N1)N(C(N(C2)C2=C(C=C(C=C2)Cl)Cl)=O)C2=CC(=CC=C2)CCNC (7-anilino-3-(2,4-dichlorophenyl)-3,4-dihydro-1-[3-[2-(methylamino)ethyl]phenyl]pyrimido[4,5-d]pyrimidin-2(1H)-one). Isolated yield 16.0%. As a reaction SMILES: [NH:1]([C:8]1[N:13]=[C:12]2[N:14]([C:27]3[CH:32]=[CH:31][CH:30]=[C:29]([CH2:33][CH2:34]OS(C)(=O)=O)[CH:28]=3)[C:15](=[O:26])[N:16]([C:18]3[CH:23]=[CH:22][C:21]([Cl:24])=[CH:20][C:19]=3[Cl:25])[CH2:17][C:11]2=[CH:10][N:9]=1)[C:2]1[CH:7]=[CH:6][CH:5]=[CH:4][CH:3]=1.[CH3:40][NH2:41]>C(O)C>[NH:1]([C:8]1[N:13]=[C:12]2[N:14]([C:27]3[CH:32]=[CH:31][CH:30]=[C:29]([CH2:33][CH2:34][NH:41][CH3:40])[CH:28]=3)[C:15](=[O:26])[N:16]([C:18]3[CH:23]=[CH:22][C:21]([Cl:24])=[CH:20][C:19]=3[Cl:25])[CH2:17][C:11]2=[CH:10][N:9]=1)[C:2]1[CH:7]=[CH:6][CH:5]=[CH:4][CH:3]=1. Procedure details: A solution of 120 mg (0.2 mmol) of 7-anilino-3-(2,4-dichlorophenyl)-3,4-dihydro-1-[3-(2-methanesulfonyloxyethyl)phenyl]pyrimido[4,5-d]pyrimidin-2(1H)-one in 4 ml of 40% methylamine in ethanol was heated at 50° C. for 3 hours. The reaction mixture was evaporated and the crude material purified by flash column chromatography on silica gel eluting with dichloromethane/methanol/acetic acid/water (120:14:3:2). Product containing fractions were combined and evaporated to give 18 mg (16%) of 7-anilino-... Procedure details: In the presence of 1.0 g of palladiumcarbon, 870 mg of N-benzyl-N-[2-(7-hydroxy-1H-indazol-4-yl)ethyl]amine, hydrochloride, is hydrogenated in 50 ml of methanol. The product is recrystallized from ethanol/diethyl ether, thus obtaining 565 mg of N-[2-(7-hydroxy-1H-indazol-4-yl)ethyl]amine, hydrochloride, mp 257°-260° C. Yields the product Cl.OC=1C=CC(=C2C=NNC12)CCN (N-[2-(7-hydroxy-1H-indazol-4-yl)ethyl]amine, hydrochloride). Reactants: Cl.C(C1=CC=CC=C1)NCCC1=C2C=NNC2=C(C=C1)O (N-benzyl-N-[2-(7-hydroxy-1H-indazol-4-yl)ethyl]amine, hydrochloride). RXN SMILES: [ClH:1].C([NH:9][CH2:10][CH2:11][C:12]1[CH:20]=[CH:19][C:18]([OH:21])=[C:17]2[C:13]=1[CH:14]=[N:15][NH:16]2)C1C=CC=CC=1>CO.[C].[Pd]>[ClH:1].[OH:21][C:18]1[CH:19]=[CH:20][C:12]([CH2:11][CH2:10][NH2:9])=[C:13]2[C:17]=1[NH:16][N:15]=[CH:14]2 |f:0.1,3.4,5.6|. Solvent: CO (methanol). Isolated yield 92.3%. Reagents/catalysts: [C].[Pd] (palladiumcarbon).